From a dataset of the Open Reaction Database (ORD), a public repository of structured organic reaction records. describe an organic reaction: reactants, conditions, products, and yield Reactants: COC(=O)c1cccc(OCc2ccccc2)c1, COCCOC, Cl, [Na+], [OH-], O. Product: O=C(O)c1cccc(OCc2ccccc2)c1. Reaction SMILES: [CH2:1]([c:2]1[cH:3][cH:4][cH:5][cH:6][cH:7]1)[O:8][c:9]1[cH:10][c:11]([C:12](=[O:13])[O:14][CH3:15])[cH:16][cH:17][cH:18]1.[CH3:23][O:24][CH2:25][CH2:26][O:27][CH3:28].[ClH:22].[Na+:20].[OH-:19].[OH2:21]>>[CH2:1]([c:2]1[cH:3][cH:4][cH:5][cH:6][cH:7]1)[O:8][c:9]1[cH:10][c:11]([C:12](=[O:13])[OH:14])[cH:16][cH:17][cH:18]1. The reactants are CC1=CC(=C(C(=O)O)C=C1)C(F)(F)F (4-methyl-2-trifluoromethyl-benzoic acid), BrN1C(CCC1=O)=O (N-bromosuccinimide), N(=NC(C#N)(C)C)C(C#N)(C)C (2,2′-azobis-(2-methylpropanenitrile)). Run in FC(C1=CC=CC=C1)(F)F (α,α,α-trifluorotoluene), C(C)(=O)OCC (ethyl acetate), Cl (hydrochloric acid). Reaction conditions: temperature 90 celsius. Product: BrCC1=CC(=C(C(=O)O)C=C1)C(F)(F)F (4-bromomethyl-2-trifluoromethyl-benzoic acid). As a reaction SMILES: [CH3:1][C:2]1[CH:10]=[CH:9][C:5]([C:6]([OH:8])=[O:7])=[C:4]([C:11]([F:14])([F:13])[F:12])[CH:3]=1.[Br:15]N1C(=O)CCC1=O.N(C(C)(C)C#N)=NC(C)(C)C#N>FC(F)(F)C1C=CC=CC=1.C(OCC)(=O)C.Cl>[Br:15][CH2:1][C:2]1[CH:10]=[CH:9][C:5]([C:6]([OH:8])=[O:7])=[C:4]([C:11]([F:12])([F:13])[F:14])[CH:3]=1. Procedure: A suspension of 4-methyl-2-trifluoromethyl-benzoic acid (commercially available) (20.242 g), N-bromosuccinimide (“NBS”) (19.52 g) and 2,2′-azobis-(2-methylpropanenitrile) (“AIBN”) (0.859 g) in α,α,α-trifluorotoluene (160 ml) was heated to 90° C. for 1.5 hours. The reaction mixture was allowed to cool to ambient temperature and then diluted with ethyl acetate (200 ml) and aqueous hydrochloric acid (1M) (100 ml). The phases were separated and the organic phase was washed with aqueous hydrochloric ... Starting materials: C1CCNC1, CCOC(C)=O, O, CC=CC(=O)c1cc(-c2ccccc2)no1. Product: CC(CC(=O)c1cc(-c2ccccc2)no1)N1CCCC1. As a reaction SMILES: [CH2:1]1[CH2:2][CH2:3][NH:4][CH2:5]1.[CH3:23][CH2:24][O:25][C:26](=[O:27])[CH3:28].[OH2:22].[c:6]1(-[c:12]2[n:13][o:14][c:15]([C:17]([CH:18]=[CH:19][CH3:20])=[O:21])[cH:16]2)[cH:7][cH:8][cH:9][cH:10][cH:11]1>>[CH2:1]1[CH2:2][CH2:3][N:4]([CH:19]([CH2:18][C:17]([c:15]2[o:14][n:13][c:12](-[c:6]3[cH:7][cH:8][cH:9][cH:10][cH:11]3)[cH:16]2)=[O:21])[CH3:20])[CH2:5]1. Product: O=C1NC(SCc2ccccc2)=NC1=Cc1c[nH]c2ncccc12. Reactants: BrCc1ccccc1, CO, [Na+], [OH-], O=C1NC(=S)NC1=Cc1c[nH]c2ncccc12. As a reaction SMILES: [Br:18][CH2:19][c:20]1[cH:21][cH:22][cH:23][cH:24][cH:25]1.[CH3:28][OH:29].[Na+:27].[OH-:26].[nH:1]1[cH:2][c:3]([CH:10]=[C:11]2[C:12](=[O:17])[NH:13][C:14](=[S:16])[NH:15]2)[c:4]2[c:5]1[n:6][cH:7][cH:8][cH:9]2>>[nH:1]1[cH:2][c:3]([CH:10]=[C:11]2[C:12](=[O:17])[NH:13][C:14]([S:16][CH2:19][c:20]3[cH:21][cH:22][cH:23][cH:24][cH:25]3)=[N:15]2)[c:4]2[c:5]1[n:6][cH:7][cH:8][cH:9]2. The reagents and catalysts are [Br-].C(C)[P+](C1=CC=CC=C1)(C1=CC=CC=C1)C1=CC=CC=C1 (ethyltriphenylphosphonium bromide). Procedure: A mixture of 10 g (35 mmol) of 2,4-dihydroxy-5-(1,1-dimethylpropyl)benzophenone, 5.8 g (38 mmol) of phenyl glycidyl ether, 1.3 g (3.5 mmol) of ethyltriphenylphosphonium bromide in 30 ml of xylene is stirred at 135° C. for 3 h. The reaction mixture is cooled and then filtered over Prolith rapid bleaching earth. The residue which remains after concentrating by evaporation is distilled in a bulb tube (250° C./0.1 mbar). 10.5 g (69%) of the compound are obtained as a viscous yellow liquid. RXN SMILES: [OH:1][C:2]1[CH:15]=[C:14]([OH:16])[C:13]([C:17]([CH3:21])([CH3:20])[CH2:18][CH3:19])=[CH:12][C:3]=1[C:4]([C:6]1[CH:11]=[CH:10][CH:9]=[CH:8][CH:7]=1)=[O:5].[CH2:22]([O:26][C:27]1[CH:32]=[CH:31][CH:30]=[CH:29][CH:28]=1)[CH:23]1[O:25][CH2:24]1>[Br-].C([P+](C1C=CC=CC=1)(C1C=CC=CC=1)C1C=CC=CC=1)C.C1(C)C(C)=CC=CC=1>[OH:1][C:2]1[CH:15]=[C:14]([O:16][CH2:24][CH:23]([OH:25])[CH2:22][O:26][C:27]2[CH:32]=[CH:31][CH:30]=[CH:29][CH:28]=2)[C:13]([C:17]([CH3:20])([CH3:21])[CH2:18][CH3:19])=[CH:12][C:3]=1[C:4]([C:6]1[CH:7]=[CH:8][CH:9]=[CH:10][CH:11]=1)=[O:5] |f:2.3|. Run in C=1(C(=CC=CC1)C)C (xylene). The product is OC1=C(C(=O)C2=CC=CC=C2)C=C(C(=C1)OCC(COC1=CC=CC=C1)O)C(CC)(C)C (2-Hydroxy-4-(2-hydroxy-3-phenoxypropyloxy)-5-(1,1-dimethylpropyl)benzophenone). Run at temperature 135 celsius, time 3 hour. Starting materials: OC1=C(C(=O)C2=CC=CC=C2)C=C(C(=C1)O)C(CC)(C)C (2,4-dihydroxy-5-(1,1-dimethylpropyl)benzophenone), C(C1CO1)OC1=CC=CC=C1 (phenyl glycidyl ether). Yield: 69.0%. Starting materials: N#CCC(=O)[N-]Cc1ccc(O)c(O)c1, O=CC=Cc1ccccc1. Product: N#CC(=CC=Cc1ccccc1)C(=O)NCc1ccc(O)c(O)c1. As a reaction SMILES: [C:11](#[N:12])[CH2:13][C:14](=[O:15])[N-:16][CH2:17][c:18]1[cH:19][c:20]([OH:25])[c:21]([OH:24])[cH:22][cH:23]1.[O:1]=[CH:2][CH:3]=[CH:4][c:5]1[cH:6][cH:7][cH:8][cH:9][cH:10]1>>[CH:2]([CH:3]=[CH:4][c:5]1[cH:6][cH:7][cH:8][cH:9][cH:10]1)=[C:13]([C:11]#[N:12])[C:14](=[O:15])[NH:16][CH2:17][c:18]1[cH:19][c:20]([OH:25])[c:21]([OH:24])[cH:22][cH:23]1.